From a dataset of the Open Reaction Database (ORD), a public repository of structured organic reaction records. describe an organic reaction: reactants, conditions, products, and yield The reactants are CN(C)C=O, [Cl-], Clc1ccc(I)cc1, [NH4+], [Na+], CCCC[Sn](C=CCC1C(=O)N(OC2CCCCO2)C1C)(CCCC)CCCC, [OH-]. Yields the product CC1C(CC=Cc2ccc(Cl)cc2)C(=O)N1OC1CCCCO1. Reaction SMILES: [CH3:42][N:43]([CH3:44])[CH:45]=[O:46].[Cl-:41].[Cl:30][c:31]1[cH:32][cH:33][c:34]([I:37])[cH:35][cH:36]1.[NH4+:38].[Na+:40].[O:1]1[CH:2]([O:7][N:8]2[C:9](=[O:29])[CH:10]([CH2:13][CH:14]=[CH:15][Sn:16]([CH2:17][CH2:18][CH2:19][CH3:20])([CH2:21][CH2:22][CH2:23][CH3:24])[CH2:25][CH2:26][CH2:27][CH3:28])[CH:11]2[CH3:12])[CH2:3][CH2:4][CH2:5][CH2:6]1.[OH-:39]>>[O:1]1[CH:2]([O:7][N:8]2[C:9](=[O:29])[CH:10]([CH2:13][CH:14]=[CH:15][c:34]3[cH:33][cH:32][c:31]([Cl:30])[cH:36][cH:35]3)[CH:11]2[CH3:12])[CH2:3][CH2:4][CH2:5][CH2:6]1. The reactants are CCOC(C)=O, CCO, Cl, Cl, [H][H], CCOC(=O)c1nc2n(c(=O)c1OC(=O)c1ccccc1)CC1CCC2(N)CC1. Yields the product Cl, CCOC(=O)c1nc2n(c(=O)c1OC(=O)c1ccccc1)CC1CCC2(NC)CC1. Reaction SMILES: [CH3:34][CH2:35][O:36][C:37](=[O:38])[CH3:39].[CH3:40][CH2:41][OH:42].[ClH:1].[ClH:31].[H:32][H:33].[NH2:2][C:3]12[c:4]3[n:5]([c:12](=[O:30])[c:13]([O:21][C:22](=[O:23])[c:24]4[cH:25][cH:26][cH:27][cH:28][cH:29]4)[c:14]([C:16](=[O:17])[O:18][CH2:19][CH3:20])[n:15]3)[CH2:6][CH:7]([CH2:8][CH2:9]1)[CH2:10][CH2:11]2>>[ClH:1].[NH:2]([C:3]12[c:4]3[n:5]([c:12](=[O:30])[c:13]([O:21][C:22](=[O:23])[c:24]4[cH:25][cH:26][cH:27][cH:28][cH:29]4)[c:14]([C:16](=[O:17])[O:18][CH2:19][CH3:20])[n:15]3)[CH2:6][CH:7]([CH2:8][CH2:9]1)[CH2:10][CH2:11]2)[CH3:34]. The reactants are CN1CC2=C(C(CC1)O)OC=C2 (5-methyl-5,6,7,8-tetrahydro-4H-furo[3,2-c]azepin-8-ol), BrC=1C=C(C=CC1Br)F (3,4-dibromo-1-fluorobenzene). The product is BrC=1C=C(C=CC1Br)OC1C2=C(CN(CC1)C)C=CO2 (8-(3,4-Dibromophenyloxy)-5-methyl-5,6,7,8-tetrahydro-4H-furo[3,2-c]azepine). Reaction SMILES: [CH3:1][N:2]1[CH2:8][CH2:7][CH:6]([OH:9])[C:5]2[O:10][CH:11]=[CH:12][C:4]=2[CH2:3]1.[Br:13][C:14]1[CH:15]=[C:16](F)[CH:17]=[CH:18][C:19]=1[Br:20]>>[Br:13][C:14]1[CH:15]=[C:16]([O:9][CH:6]2[CH2:7][CH2:8][N:2]([CH3:1])[CH2:3][C:4]3[CH:12]=[CH:11][O:10][C:5]2=3)[CH:17]=[CH:18][C:19]=1[Br:20]. Reported procedure: The same method as in Example 1 was conducted using 5-methyl-5,6,7,8-tetrahydro-4H-furo[3,2-c]azepin-8-ol (Reference Example 21) instead of 6-methyl-4,5,6,7-tetrahydrothieno[2,3-c]pyridin-4-ol (Reference Example 6) and was conducted using 3,4-dibromo-1-fluorobenzene instead of 1-fluoronaphthalene to give the objective compound. Reactants: C(C1=CC=2OCOC2C=C1)(=O)N.C(=O)(OC(C)(C)C)N(C)CC(=O)O (N-Boc sarcosine piperonylamide), C(C)(=O)Cl (acetyl chloride). Solvent: CO (methanol). Run at time 45 minute. The product is Cl.C(C1=CC=2OCOC2C=C1)(=O)N.N(C)CC(=O)O (sarcosine piperonyl amide hydrochloride). RXN SMILES: [C:1]([NH2:12])(=[O:11])[C:2]1[CH:10]=[CH:9][C:8]2[O:7][CH2:6][O:5][C:4]=2[CH:3]=1.[C:13]([N:20]([CH2:22][C:23]([OH:25])=[O:24])C)(OC(C)(C)C)=O.C([Cl:29])(=O)C>CO>[ClH:29].[C:1]([NH2:12])(=[O:11])[C:2]1[CH:10]=[CH:9][C:8]2[O:7][CH2:6][O:5][C:4]=2[CH:3]=1.[NH:20]([CH2:22][C:23]([OH:25])=[O:24])[CH3:13] |f:0.1,4.5.6|. Procedure details: N-Boc sarcosine piperonylamide (500 mg, 1.54 mmol) in methanol (10 mL) was treated with acetyl chloride (1 mL). After 45 minutes, all volatiles were removed under reduced pressure to yield sarcosine piperonyl amide hydrochloride (395 mg, quant.) as a sticky solid. The reactants are CN(CC(=O)N1[C@H](CC2=CC(=C(C=C12)[N+](=O)[O-])OC)C)C (N,N-dimethyl-2-[(2S)-2-methyl-5-(methyloxy)-6-nitro-2,3-dihydro-1H-indol-1-yl]-2-oxoethanamine). The reagents and catalysts are [Pd] (palladium on carbon). The solvent is CO (MeOH), CO (MeOH). The product is CN(C)CC(=O)N1[C@H](CC2=CC(=C(C=C12)N)OC)C ((2S)-1-[(dimethylamino)acetyl]-2-methyl-5-(methyloxy)-2,3-dihydro-1H-indol-6-amine). Yield: 93.6%. Reaction SMILES: [CH3:1][N:2]([CH3:21])[CH2:3][C:4]([N:6]1[C:14]2[C:9](=[CH:10][C:11]([O:18][CH3:19])=[C:12]([N+:15]([O-])=O)[CH:13]=2)[CH2:8][C@@H:7]1[CH3:20])=[O:5]>[Pd].CO>[CH3:21][N:2]([CH2:3][C:4]([N:6]1[C:14]2[C:9](=[CH:10][C:11]([O:18][CH3:19])=[C:12]([NH2:15])[CH:13]=2)[CH2:8][C@@H:7]1[CH3:20])=[O:5])[CH3:1]. Procedure: 10% palladium on carbon (0.25 g, 8.52 mmol) was placed under N2 atm. MeOH (10 mL) was added, followed by a solution of N,N-dimethyl-2-[(2S)-2-methyl-5-(methyloxy)-6-nitro-2,3-dihydro-1H-indol-1-yl]-2-oxoethanamine (2.50 g, 8.52 mmol) in MeOH (190 mL). The slurry was purged with N2, then was placed under H2 atm via a rubber balloon and maintained at rt for 2 days. The resulting mixture was filtered through a pad of Celite and the filtrate was concentrated. The oily residue was taken up into Et2O ... Reactants: CC1=C(C(CCC1)(C)C)/C=C/CN(C)C ([3-(2,6,6-trimethyl-1-cyclohexenyl)-2(trans)-propenyl]dimethylamine), CI (methyliodide). Run in CCOCC (ether). Yields the product [I-].CC1=C(C(CCC1)(C)C)/C=C/C[N+](C)(C)C ([3-(2,6,6-trimethyl-1-cyclohexenyl)-2(trans)-propenyl]trimethylammonium iodide). Yield: 68.3%. As a reaction SMILES: [CH3:1][C:2]1[CH2:7][CH2:6][CH2:5][C:4]([CH3:9])([CH3:8])[C:3]=1/[CH:10]=[CH:11]/[CH2:12][N:13]([CH3:15])[CH3:14].[CH3:16][I:17]>CCOCC>[I-:17].[CH3:1][C:2]1[CH2:7][CH2:6][CH2:5][C:4]([CH3:8])([CH3:9])[C:3]=1/[CH:10]=[CH:11]/[CH2:12][N+:13]([CH3:16])([CH3:15])[CH3:14] |f:3.4|. Procedure details: A solution of [3-(2,6,6-trimethyl-1-cyclohexenyl)-2(trans)-propenyl]dimethylamine (2.0 g) in dry ether (20 cc) was added to methyliodide (2.0 g), and the reaction mixture was allowed to stand over night. Precipitated crystals were gathered by filtration, and recrystallized from a mixed solvent of ethanol, benzene and ether to give colorless crystals (2.3 g) of [3-(2,6,6-trimethyl-1-cyclohexenyl)-2(trans)-propenyl]trimethylammonium iodide, m.p. 180° C.